This data is from the Open Reaction Database (ORD), a public repository of structured organic reaction records. The task is: describe an organic reaction: reactants, conditions, products, and yield Reactants: CN(C=1C=C(C=C2C=C(NC12)C=1SC(CN1)CN1CCSCC1)OCC(=O)OCC)S(=O)(=O)C1=NC=CC=C1 (ethyl ({7-[methyl(pyridin-2-ylsulfonyl)amino]-2-[5-(thiomorpholinomethyl)-4,5-dihydro-1,3-thiazol-2-yl]-1H-indol-5-yl}oxy)acetate), [OH-].[Na+] (sodium hydroxide). Run in O1CCCC1 (tetrahydrofuran), C(C)O (ethanol). Conditions: time 8 hour. Product: CN(C=1C=C(C=C2C=C(NC12)C=1SC(CN1)CN1CCSCC1)OCC(=O)O)S(=O)(=O)C1=NC=CC=C1 (({7-[methyl(pyridin-2-ylsulfonyl)amino]-2-[5-(thiomorpholinomethyl)-4,5-dihydro-1,3-thiazol-2-yl]-1H-indol-5-yl}oxy)acetic acid). Yield: 52.3%. RXN SMILES: [CH3:1][N:2]([S:31]([C:34]1[CH:39]=[CH:38][CH:37]=[CH:36][N:35]=1)(=[O:33])=[O:32])[C:3]1[CH:4]=[C:5]([O:24][CH2:25][C:26]([O:28]CC)=[O:27])[CH:6]=[C:7]2[C:11]=1[NH:10][C:9]([C:12]1[S:13][CH:14]([CH2:17][N:18]3[CH2:23][CH2:22][S:21][CH2:20][CH2:19]3)[CH2:15][N:16]=1)=[CH:8]2.[OH-].[Na+]>O1CCCC1.C(O)C>[CH3:1][N:2]([S:31]([C:34]1[CH:39]=[CH:38][CH:37]=[CH:36][N:35]=1)(=[O:33])=[O:32])[C:3]1[CH:4]=[C:5]([O:24][CH2:25][C:26]([OH:28])=[O:27])[CH:6]=[C:7]2[C:11]=1[NH:10][C:9]([C:12]1[S:13][CH:14]([CH2:17][N:18]3[CH2:23][CH2:22][S:21][CH2:20][CH2:19]3)[CH2:15][N:16]=1)=[CH:8]2 |f:1.2|. Procedure: To a solution of ethyl ({7-[methyl(pyridin-2-ylsulfonyl)amino]-2-[5-(thiomorpholinomethyl)-4,5-dihydro-1,3-thiazol-2-yl]-1H-indol-5-yl}oxy)acetate (275 mg) in tetrahydrofuran (2 mL) and ethanol (2 mL) was added 1N aqueous sodium hydroxide solution (0.70 mL), and the mixture was stirred overnight at room temperature. The organic solvent was evaporated under reduced pressure, and the residue was neutralized with 1N hydrochloric acid. The mixture was extracted with a mixed solvent of tetrahydrofura... RXN SMILES: [CH3:25][N:26]([CH3:27])[CH:28]=[O:29].[CH:18]1([OH:24])[CH2:19][CH2:20][CH2:21][CH2:22][CH2:23]1.[S:14]([Cl:15])([Cl:16])=[O:17].[c:1]1([CH:7]([C:8](=[O:9])[OH:10])[C:11](=[O:12])[OH:13])[cH:2][cH:3][cH:4][cH:5][cH:6]1>>[c:1]1([CH:7]([C:8](=[O:9])[O:10][CH:18]2[CH2:19][CH2:20][CH2:21][CH2:22][CH2:23]2)[C:11](=[O:12])[OH:13])[cH:2][cH:3][cH:4][cH:5][cH:6]1. The reactants are CN(C)C=O, OC1CCCCC1, O=S(Cl)Cl, O=C(O)C(C(=O)O)c1ccccc1. The product is O=C(O)C(C(=O)OC1CCCCC1)c1ccccc1.